Dataset: the Open Reaction Database (ORD), a public repository of structured organic reaction records. Task: describe an organic reaction: reactants, conditions, products, and yield Reactants: Cl (hydrochloric acid), [C-]#N.[Na+] (sodium cyanide), FC1=C(CC=2N(C(=NN2)CO)C)C(=CC=C1)F (5-(2,6-difluorobenzyl)-3-hydroxymethyl-4-methyl-4H-1,2,4-triazole), O (water). The reagents and catalysts are [O-2].[O-2].[Mn+4] (manganese dioxide), [O-2].[O-2].[Mn+4] (manganese dioxide). Run in C1(=CC=CC=C1)C (toluene). Run at time 4 hour. The product is FC1=C(CC=2N(C(=NN2)C(=O)N)C)C(=CC=C1)F (5-(2,6-difluorobenzyl)-4-methyl-4H-1,2,4-triazole-3-carboxamide). As a reaction SMILES: [F:1][C:2]1[CH:16]=[CH:15][CH:14]=[C:13]([F:17])[C:3]=1[CH2:4][C:5]1[N:6]([CH3:12])[C:7]([CH2:10][OH:11])=[N:8][N:9]=1.O.Cl.[C-]#[N:21].[Na+]>C1(C)C=CC=CC=1.[O-2].[O-2].[Mn+4]>[F:17][C:13]1[CH:14]=[CH:15][CH:16]=[C:2]([F:1])[C:3]=1[CH2:4][C:5]1[N:6]([CH3:12])[C:7]([C:10]([NH2:21])=[O:11])=[N:8][N:9]=1 |f:3.4,6.7.8|. Procedure: 1.43 g (6 mmol) of 5-(2,6-difluorobenzyl)-3-hydroxymethyl-4-methyl-4H-1,2,4-triazole and 5.22 g (60 mmol) of manganese dioxide are heated under reflux in 40 ml of toluene for 3 hours using a water separator. The reaction mixture is then cooled and filtered over Hyflo, and the filtrate is concentrated by evaporation. The residue is added to 90 ml of isopropanol saturated with ammonia. At 0°, 1 47 g (30 mmol) of sodium cyanide and 10.44 g (120 mmol) of manganese dioxide are added. The reaction mix... RXN SMILES: [OH:1][C:2]1[CH:9]=[CH:8][C:5]([CH:6]=[O:7])=[CH:4][C:3]=1[N+:10]([O-:12])=[O:11].C1(O)C=CC=CC=1.[CH3:20][O:21][C:22](=[O:27])[CH:23](Br)[CH2:24][CH3:25]>>[CH:6]([C:5]1[CH:8]=[CH:9][C:2]([O:1][CH:23]([CH2:24][CH3:25])[C:22]([O:21][CH3:20])=[O:27])=[C:3]([N+:10]([O-:12])=[O:11])[CH:4]=1)=[O:7]. The reactants are OC1=C(C=C(C=O)C=C1)[N+](=O)[O-] (4-hydroxy-3-nitrobenzaldehyde), substituted 2-nitrophenols, C1(=CC=CC=C1)O (phenol), COC(C(CC)Br)=O (methyl-2-bromobutanoate). Procedure details: Using 4-hydroxy-3-nitrobenzaldehyde as the phenol and methyl-2-bromobutanoate as the alkylating agent in the general procedure of alkylation of substituted 2-nitrophenols gives a clear yellow oil: 1H NMR (DMSO-d6, 400 MHz): δ=9.94 (s, 1H), 8.44 (d, J=2.3 Hz, 1H), 8.13 (dd, J=8.8, 2.0 Hz, 1H), 7.42 (d, J=8.8 Hz, 1H), 5.36 (dd, J=6.6, 4.5 Hz, 1H), 3.70 (s, 3H), 1.88-2.05 (m, 2H), 0.98 ppm (t, J=7.5 Hz, 3H). ESI-MS: m/z 268.2 (M+H)+. The product is C(=O)C1=CC(=C(OC(C(=O)OC)CC)C=C1)[N+](=O)[O-] (Methyl 2-(4-formyl-2-nitrophenoxy)butanoate). Reactants: CCOC(=O)N1C(=O)c2ccccc2C1=O, NC(Cc1c[nH]cn1)C(=O)O, [Na+], [Na+], O=C([O-])[O-], O. The product is O=C(O)C(Cc1c[nH]cn1)N1C(=O)c2ccccc2C1=O. Reaction SMILES: [C:18]([N:19]1[C:24](=[O:33])[c:25]2[c:26]([cH:29][cH:30][cH:31][cH:32]2)[C:27]1=[O:28])([O:20][CH2:21][CH3:22])=[O:23].[NH2:1][CH:2]([CH2:3][c:4]1[cH:5][nH:6][cH:7][n:8]1)[C:9]([OH:10])=[O:11].[Na+:12].[Na+:13].[O-:14][C:15](=[O:16])[O-:17].[OH2:34]>>[N:1]1([CH:2]([CH2:3][c:4]2[cH:5][nH:6][cH:7][n:8]2)[C:9]([OH:10])=[O:11])[C:24](=[O:33])[c:25]2[c:26]([cH:29][cH:30][cH:31][cH:32]2)[C:27]1=[O:28]. Reactants: COC=1C=C(C=CC1)C1=CC2=C(N=C(N=C2)N)N=C1N (6-(3-Methoxy-phenyl)-pyrido[2,3-d]pyrimidine-2,7-diamine), C(C)(C)(C)N=C=O (tert-butyl isocyanate). Product: NC=1N=CC2=C(N1)N=C(C(=C2)C2=CC(=CC=C2)OC)NC(=O)NC(C)(C)C (1-[2-Amino-6-(3-methoxy-phenyl)-pyrido[2,3-d]pyrimidin-7-yl]-3-tert-butyl-urea). RXN SMILES: [CH3:1][O:2][C:3]1[CH:4]=[C:5]([C:9]2[C:19]([NH2:20])=[N:18][C:12]3[N:13]=[C:14]([NH2:17])[N:15]=[CH:16][C:11]=3[CH:10]=2)[CH:6]=[CH:7][CH:8]=1.[C:21]([N:25]=[C:26]=[O:27])([CH3:24])([CH3:23])[CH3:22]>>[NH2:17][C:14]1[N:15]=[CH:16][C:11]2[CH:10]=[C:9]([C:5]3[CH:6]=[CH:7][CH:8]=[C:3]([O:2][CH3:1])[CH:4]=3)[C:19]([NH:20][C:26]([NH:25][C:21]([CH3:24])([CH3:23])[CH3:22])=[O:27])=[N:18][C:12]=2[N:13]=1. Procedure details: The title compound was prepared from 0.50 g of 6-(3-methoxy-phenyl)-pyrido[2,3-d]pyrimidine-2,7-diamine from Example 102 and 0.23 mL tert-butyl isocyanate according to Example 2. The product was purified by medium pressure liquid chromatography eluting with a gradient of CHCl3 :EtOAc (2:1) to CHCl3 :EtOAc (1:1) to EtOAc; mp 275°-280° C.; MS(CI).